This data is from the Open Reaction Database (ORD), a public repository of structured organic reaction records. The task is: describe an organic reaction: reactants, conditions, products, and yield Reactants: BrC1=NC=C(C=2C1=CN(N2)C2=C(C#N)C=CC=C2F)F (2-(4-bromo-7-fluoropyrazolo[4,3-c]pyridin-2-yl)-3-fluorobenzonitrile), NC1=NC=NC(=C1)C (4-amino-6-methylpyrimidine), CC1(C2=C(C(=CC=C2)P(C3=CC=CC=C3)C4=CC=CC=C4)OC5=C(C=CC=C51)P(C6=CC=CC=C6)C7=CC=CC=C7)C (Xantphos), C([O-])([O-])=O.[Cs+].[Cs+] (cesium carbonate). The reagents and catalysts are C=1C=CC(=CC1)/C=C/C(=O)/C=C/C2=CC=CC=C2.C=1C=CC(=CC1)/C=C/C(=O)/C=C/C2=CC=CC=C2.C=1C=CC(=CC1)/C=C/C(=O)/C=C/C2=CC=CC=C2.[Pd].[Pd] (Pd2(dba)3). The solvent is O1CCOCC1 (dioxane). Conditions: temperature 150 celsius. Product: FC=1C(=C(C#N)C=CC1)N1N=C2C(C(=NC=C2F)NC2=NC=NC(=C2)C)=C1 (3-Fluoro-2-[7-fluoro-4-(6-methylpyrimidin-4-ylamino)-pyrazolo[4,3-c]pyridin-2-yl]-benzonitrile). The yield is 51.7%. RXN SMILES: Br[C:2]1[C:7]2=[CH:8][N:9]([C:11]3[C:18]([F:19])=[CH:17][CH:16]=[CH:15][C:12]=3[C:13]#[N:14])[N:10]=[C:6]2[C:5]([F:20])=[CH:4][N:3]=1.[NH2:21][C:22]1[CH:27]=[C:26]([CH3:28])[N:25]=[CH:24][N:23]=1.CC1(C)C2C(=C(P(C3C=CC=CC=3)C3C=CC=CC=3)C=CC=2)OC2C(P(C3C=CC=CC=3)C3C=CC=CC=3)=CC=CC1=2.C(=O)([O-])[O-].[Cs+].[Cs+]>O1CCOCC1.C1C=CC(/C=C/C(/C=C/C2C=CC=CC=2)=O)=CC=1.C1C=CC(/C=C/C(/C=C/C2C=CC=CC=2)=O)=CC=1.C1C=CC(/C=C/C(/C=C/C2C=CC=CC=2)=O)=CC=1.[Pd].[Pd]>[F:19][C:18]1[C:11]([N:9]2[CH:8]=[C:7]3[C:2]([NH:21][C:22]4[CH:27]=[C:26]([CH3:28])[N:25]=[CH:24][N:23]=4)=[N:3][CH:4]=[C:5]([F:20])[C:6]3=[N:10]2)=[C:12]([CH:15]=[CH:16][CH:17]=1)[C:13]#[N:14] |f:3.4.5,7.8.9.10.11|. Procedure: A mixture of 2-(4-bromo-7-fluoropyrazolo[4,3-c]pyridin-2-yl)-3-fluorobenzonitrile (85 mg, 0.25 mmol), 4-amino-6-methylpyrimidine (31 mg, 0.28 mmol), Pd2(dba)3 (12 mg, 0.013 mmol), Xantphos (15 mg, 0.026 mmol) and cesium carbonate (166 mg, 0.51 mmol) in dioxane (1.8 mL) was de-gassed and purged with nitrogen and the reaction mixture was heated at 150° C. in a sealed vial for 30 minutes. The resultant mixture was diluted with dioxane and filtered. The filtrate was concentrated under reduced pressu... Reactants: ClC1=CC=C(C=C1)[Mg]Br ((4-chlorophenyl)magnesium bromide), crude residue, O.[OH-].[Li+] (lithium hydroxide hydrate), C(C)(=O)OCC1=NOC(=C1C1=C(C=CC=C1)C=O)C ((4-(2-formylphenyl)-5-methylisoxazol-3-yl)methyl acetate), [Cl-].[NH4+] (ammonium chloride). Run in O (water), CCOC(=O)C (EtOAc), C1CCOC1.CO.O (THF MeOH Water), C1CCOC1 (THF), CCOC(=O)C (EtOAc). Conditions: temperature -78 celsius, time 1 hour. Yields the product ClC1=CC=C(C=C1)C(O)C1=C(C=CC=C1)C=1C(=NOC1C)CO ((4-chlorophenyl)(2-(3-(hydroxymethyl)-5-methylisoxazol-4-yl)phenyl)methanol). Isolated yield 88.2%. RXN SMILES: C([O:4][CH2:5][C:6]1[C:10]([C:11]2[CH:16]=[CH:15][CH:14]=[CH:13][C:12]=2[CH:17]=[O:18])=[C:9]([CH3:19])[O:8][N:7]=1)(=O)C.[Cl:20][C:21]1[CH:26]=[CH:25][C:24]([Mg]Br)=[CH:23][CH:22]=1.[Cl-].[NH4+].O.[OH-].[Li+]>CCOC(C)=O.C1COCC1.CO.O.O.C1COCC1>[Cl:20][C:21]1[CH:26]=[CH:25][C:24]([CH:17]([C:12]2[CH:13]=[CH:14][CH:15]=[CH:16][C:11]=2[C:10]2[C:6]([CH2:5][OH:4])=[N:7][O:8][C:9]=2[CH3:19])[OH:18])=[CH:23][CH:22]=1 |f:2.3,4.5.6,8.9.10|. Procedure: To a round bottomed flask was added (4-(2-formylphenyl)-5-methylisoxazol-3-yl)methyl acetate (1.01 g, 3.90 mmol) and THF (20 mL) before the reaction was cooled to −78° C. To this solution was added 1.0 M (4-chlorophenyl)magnesium bromide (4.68 mL, 4.68 mmol) and the reaction stirred at −78° C. for 30 min before addition of ammonium chloride solution. The reaction was warmed to room temperature and diluted with EtOAc. The layers were separated and the aqueous was extracted with EtOAc. The combine... Starting materials: ClB(Cl)Cl, ClCCl, COc1ccc(-n2c(-c3cc(C(C)C)c(O)cc3O)nnc2S(=O)(=O)CCCN(C)C)cc1, CO, [Na+], O=C([O-])O. Yields the product CC(C)c1cc(-c2nnc(S(=O)(=O)CCCN(C)C)n2-c2ccc(O)cc2)c(O)cc1O. RXN SMILES: [B:37]([Cl:38])([Cl:39])[Cl:40].[CH2:34]([Cl:35])[Cl:36].[CH3:1][N:2]([CH2:3][CH2:4][CH2:5][S:6](=[O:7])(=[O:8])[c:9]1[n:10](-[c:25]2[cH:26][cH:27][c:28]([O:31][CH3:32])[cH:29][cH:30]2)[c:11](-[c:14]2[c:15]([OH:24])[cH:16][c:17]([OH:23])[c:18]([CH:20]([CH3:21])[CH3:22])[cH:19]2)[n:12][n:13]1)[CH3:33].[CH3:46][OH:47].[Na+:41].[OH:42][C:43](=[O:44])[O-:45]>>[CH3:1][N:2]([CH2:3][CH2:4][CH2:5][S:6](=[O:7])(=[O:8])[c:9]1[n:10](-[c:25]2[cH:26][cH:27][c:28]([OH:31])[cH:29][cH:30]2)[c:11](-[c:14]2[c:15]([OH:24])[cH:16][c:17]([OH:23])[c:18]([CH:20]([CH3:21])[CH3:22])[cH:19]2)[n:12][n:13]1)[CH3:33]. Starting materials: BrC1=CC(=C(C=C1)C1=CC=C(C=C1)CCC1(COC(OC1)(C)C)NC(C)=O)F (N-{5-[2-(4′-bromo-2′-fluorobiphenyl-4-yl)ethyl]-2,2-dimethyl-1,3-dioxan-5-yl}acetamide), FC(C1=CC=C(C=C1)S)(F)F (4-(trifluoromethyl)benzenethiol), C(C)(C)N(CC)C(C)C (diisopropylethylamine), C1(=CC=CC=C1)P(C1=CC=CC=2C(C3=CC=CC(=C3OC12)P(C1=CC=CC=C1)C1=CC=CC=C1)(C)C)C1=CC=CC=C1 (4,5-bis(diphenylphosphino)-9,9-dimethylxanthene), CC1(C2=C(C(=CC=C2)P(C3=CC=CC=C3)C4=CC=CC=C4)OC5=C(C=CC=C51)P(C6=CC=CC=C6)C7=CC=CC=C7)C (Xantphos). The reagents and catalysts are C1=CC=C(C=C1)/C=C/C(=O)/C=C/C2=CC=CC=C2.C1=CC=C(C=C1)/C=C/C(=O)/C=C/C2=CC=CC=C2.C1=CC=C(C=C1)/C=C/C(=O)/C=C/C2=CC=CC=C2.C(Cl)(Cl)Cl.[Pd].[Pd] (tris(dibenzylideneacetone)dipalladium(0) chloroform adduct), C1=CC=C(C=C1)/C=C/C(=O)/C=C/C2=CC=CC=C2.C1=CC=C(C=C1)/C=C/C(=O)/C=C/C2=CC=CC=C2.C1=CC=C(C=C1)/C=C/C(=O)/C=C/C2=CC=CC=C2.C(Cl)(Cl)Cl.[Pd].[Pd] (Tris(dibenzylideneacetone)dipalladium(0) chloroform adduct). Solvent: O (Water), O1CCOCC1 (1,4-dioxane). Reaction conditions: temperature 80 celsius, time 4 hour. The product is NC(CO)(CO)CCC1=CC=C(C=C1)C1=C(C=C(C=C1)SC1=CC=C(C=C1)C(F)(F)F)F (2-amino-2-{2-[2′-fluoro-4′-(4-trifluoromethylphenylthio)biphenyl-4-yl]ethyl}propane-1,3-diol). Yield: 10.8%. RXN SMILES: Br[C:2]1[CH:7]=[CH:6][C:5]([C:8]2[CH:13]=[CH:12][C:11]([CH2:14][CH2:15][C:16]3([NH:24]C(=O)C)[CH2:21][O:20]C(C)(C)[O:18][CH2:17]3)=[CH:10][CH:9]=2)=[C:4]([F:28])[CH:3]=1.[F:29][C:30]([F:39])([F:38])[C:31]1[CH:36]=[CH:35][C:34]([SH:37])=[CH:33][CH:32]=1.C(N(C(C)C)CC)(C)C.C1(P(C2C=CC=CC=2)C2C3OC4C(=CC=CC=4P(C4C=CC=CC=4)C4C=CC=CC=4)C(C)(C)C=3C=CC=2)C=CC=CC=1>O1CCOCC1.C1C=CC(/C=C/C(/C=C/C2C=CC=CC=2)=O)=CC=1.C1C=CC(/C=C/C(/C=C/C2C=CC=CC=2)=O)=CC=1.C1C=CC(/C=C/C(/C=C/C2C=CC=CC=2)=O)=CC=1.C(Cl)(Cl)Cl.[Pd].[Pd].O>[NH2:24][C:16]([CH2:15][CH2:14][C:11]1[CH:12]=[CH:13][C:8]([C:5]2[CH:6]=[CH:7][C:2]([S:37][C:34]3[CH:33]=[CH:32][C:31]([C:30]([F:29])([F:38])[F:39])=[CH:36][CH:35]=3)=[CH:3][C:4]=2[F:28])=[CH:9][CH:10]=1)([CH2:21][OH:20])[CH2:17][OH:18] |f:5.6.7.8.9.10|. Reported procedure: A solution of N-{5-[2-(4′-bromo-2′-fluorobiphenyl-4-yl)ethyl]-2,2-dimethyl-1,3-dioxan-5-yl}acetamide (225 mg) of Reference Example 10, 4-(trifluoromethyl)benzenethiol (89 mg), diisopropylethylamine (129 mg), tris(dibenzylideneacetone)dipalladium(0) chloroform adduct (12.9 mg) and 4,5-bis(diphenylphosphino)-9,9-dimethylxanthene (Xantphos) (14.9 mg) in 1,4-dioxane (2 mL) was heated under reflux for 7 hr under a nitrogen atmosphere. Tris(dibenzylideneacetone)dipalladium(0) chloroform adduct (12.9 m... Starting materials: CN(C=1C=CC=C2C=C(NC12)C=1SC(=CN1)CCC(=O)OCC)S(=O)(=O)C=1SC=CC1 (ethyl 3-(2-{7-[methyl(2-thienylsulfonyl)amino]-1H-indol-2-yl}-1,3-thiazol-5-yl)propanate), [OH-].[Na+] (sodium hydroxide), O1CCCC1 (tetrahydrofuran). The solvent is CO (methanol). Conditions: temperature 60 celsius, time 1 hour. The product is CN(C=1C=CC=C2C=C(NC12)C=1SC(=CN1)CCC(=O)O)S(=O)(=O)C=1SC=CC1 (3-(2-{7-[Methyl(2-thienylsulfonyl)amino]-1H-indol-2-yl}-1,3-thiazol-5-yl)propanoic acid). Isolated yield 99.1%. RXN SMILES: [CH3:1][N:2]([S:24]([C:27]1[S:28][CH:29]=[CH:30][CH:31]=1)(=[O:26])=[O:25])[C:3]1[CH:4]=[CH:5][CH:6]=[C:7]2[C:11]=1[NH:10][C:9]([C:12]1[S:13][C:14]([CH2:17][CH2:18][C:19]([O:21]CC)=[O:20])=[CH:15][N:16]=1)=[CH:8]2.[OH-].[Na+].O1CCCC1>CO>[CH3:1][N:2]([S:24]([C:27]1[S:28][CH:29]=[CH:30][CH:31]=1)(=[O:25])=[O:26])[C:3]1[CH:4]=[CH:5][CH:6]=[C:7]2[C:11]=1[NH:10][C:9]([C:12]1[S:13][C:14]([CH2:17][CH2:18][C:19]([OH:21])=[O:20])=[CH:15][N:16]=1)=[CH:8]2 |f:1.2|. Reported procedure: A mixture of ethyl 3-(2-{7-[methyl(2-thienylsulfonyl)amino]-1H-indol-2-yl}-1,3-thiazol-5-yl)propanate (3.58 g), 2N aqueous sodium hydroxide solution (10.0 mL), tetrahydrofuran (10 mL) and methanol (10 mL) was stirred at 60° C. for 1 hr. The reaction mixture was concentrated, and water was added to the residue. The mixture was acidified with 10% aqueous citric acid solution, and the resulting crystals were filtrated, washed with water, and dried to give the title compound (3.34 g, yield 99%) as p... Starting materials: CCCO, Fc1ccc(-c2nc3occn3c2-c2ccc(Cl)nn2)c(F)c1, ClCCl, NN, O. Yields the product NNc1ccc(-c2c(-c3ccc(F)cc3F)nc3occn23)nn1. Reaction SMILES: [CH2:24]([OH:25])[CH2:26][CH3:27].[Cl:1][c:2]1[cH:3][cH:4][c:5](-[c:8]2[c:9](-[c:16]3[c:17]([F:23])[cH:18][c:19]([F:22])[cH:20][cH:21]3)[n:10][c:11]3[o:12][cH:13][cH:14][n:15]23)[n:6][n:7]1.[Cl:31][CH2:32][Cl:33].[NH2:29][NH2:30].[OH2:28]>>[c:2]1([NH:29][NH2:30])[cH:3][cH:4][c:5](-[c:8]2[c:9](-[c:16]3[c:17]([F:23])[cH:18][c:19]([F:22])[cH:20][cH:21]3)[n:10][c:11]3[o:12][cH:13][cH:14][n:15]23)[n:6][n:7]1. Reactants: [Al+3], COC(=O)Cc1ccc(C(=O)O)cc1, COc1ccccc1, [Cl-], [Cl-], [Cl-], O=C(Cl)C(=O)Cl, ClCCl, Cl, CN(C)C=O. Yields the product COC(=O)Cc1ccc(C(=O)c2ccc(OC)cc2)cc1. RXN SMILES: [Al+3:30].[CH3:1][O:2][C:3]([CH2:4][c:5]1[cH:6][cH:7][c:8]([C:9](=[O:10])[OH:11])[cH:12][cH:13]1)=[O:14].[CH3:21][O:22][c:23]1[cH:24][cH:25][cH:26][cH:27][cH:28]1.[Cl-:29].[Cl-:31].[Cl-:32].[Cl:15][C:16]([C:17]([Cl:18])=[O:19])=[O:20].[Cl:34][CH2:35][Cl:36].[ClH:33].[O:37]=[CH:38][N:39]([CH3:40])[CH3:41]>>[CH3:1][O:2][C:3]([CH2:4][c:5]1[cH:6][cH:7][c:8]([C:9](=[O:11])[c:26]2[cH:25][cH:24][c:23]([O:22][CH3:21])[cH:28][cH:27]2)[cH:12][cH:13]1)=[O:14].